The task is: describe an organic reaction: reactants, conditions, products, and yield. This data is from the Open Reaction Database (ORD), a public repository of structured organic reaction records. As a reaction SMILES: [Br:1][c:2]1[cH:3][c:4]2[c:9]3[c:10]([cH:11]1)[CH:12]1[CH:13]([N:8]3[CH2:7][CH2:6][CH2:5]2)[CH2:14][CH2:15][N:16]([C:18](=[O:19])[O:20][C:21]([CH3:22])([CH3:23])[CH3:24])[CH2:17]1.[Cl:25][c:26]1[cH:27][c:28]([B:33]([OH:34])[OH:35])[cH:29][cH:30][c:31]1[Cl:32]>>[c:2]1(-[c:28]2[cH:27][c:26]([Cl:25])[c:31]([Cl:32])[cH:30][cH:29]2)[cH:3][c:4]2[c:9]3[c:10]([cH:11]1)[CH:12]1[CH:13]([N:8]3[CH2:7][CH2:6][CH2:5]2)[CH2:14][CH2:15][N:16]([C:18](=[O:19])[O:20][C:21]([CH3:22])([CH3:23])[CH3:24])[CH2:17]1. The product is CC(C)(C)OC(=O)N1CCC2C(C1)c1cc(-c3ccc(Cl)c(Cl)c3)cc3c1N2CCC3. Reactants: CC(C)(C)OC(=O)N1CCC2C(C1)c1cc(Br)cc3c1N2CCC3, OB(O)c1ccc(Cl)c(Cl)c1. Reactants: [Li]CCCC (n-BuLi), CP(OC)(OC)=O (dimethyl methylphosphonate), C(CCC)OC(CCCCC1=NC(=CC=C1)NCC1=CC=C(C=C1)OC)=O (5-[6-(4-Methoxy-benzylamino)-pyridin-2-yl]-pentanoic acid butyl ester). Run in C1CCOC1 (THF), C1CCOC1 (THF). Reaction conditions: time 45 minute. Yields the product COP(OC)(=O)CC(CCCCC1=NC(=CC=C1)NCC1=CC=C(C=C1)OC)=O ({6-[6-(4-Methoxy-benzylamino)-pyridin-2-yl]-2-oxo-hexyl}-phosphonic acid dimethyl ester). Yield: 89.0%. Reaction SMILES: [CH3:1][P:2](=[O:7])([O:5][CH3:6])[O:3][CH3:4].[Li]CCCC.C([O:17][C:18](=O)[CH2:19][CH2:20][CH2:21][CH2:22][C:23]1[CH:28]=[CH:27][CH:26]=[C:25]([NH:29][CH2:30][C:31]2[CH:36]=[CH:35][C:34]([O:37][CH3:38])=[CH:33][CH:32]=2)[N:24]=1)CCC>C1COCC1>[CH3:4][O:3][P:2]([CH2:1][C:18](=[O:17])[CH2:19][CH2:20][CH2:21][CH2:22][C:23]1[CH:28]=[CH:27][CH:26]=[C:25]([NH:29][CH2:30][C:31]2[CH:32]=[CH:33][C:34]([O:37][CH3:38])=[CH:35][CH:36]=2)[N:24]=1)(=[O:7])[O:5][CH3:6]. Reported procedure: A solution of dimethyl methylphosphonate (2.48 g, 20 mmol) in anhydrous THF (30 mL) was cooled to −78° and treated dropwise with 2.5 M n-BuLi (8.0 mL). After stirring at −78° for 45 min, a solution of ester 6-6 (1.85 g, 5.0 mmol) in THF (10 mL) was added dropwise and the resulting solution stirred for 30 min at −78°, quenched with sat. NH4Cl (25 mL), then extracted with ethyl acetate (3×75 mL). The combined organic extracts were dried (Na2SO4), filtered, and concentrated to afford a yellow oil. ...